From a dataset of the Open Reaction Database (ORD), a public repository of structured organic reaction records. describe an organic reaction: reactants, conditions, products, and yield Starting materials: N(=[N+]=[N-])CCOC1=CC(=C(CSC=2N(C(=CN2)C(C)(C)C2=CC(=C(C=C2)Cl)OC)C2=CC=C(C=C2)F)C(=C1)F)F (2-(4-(2-azidoethoxy)-2,6-difluorobenzylthio)-5-(2-(4-chloro-3-methoxyphenyl)propan-2-yl)-1-(4-fluorophenyl)-1H-imidazole). Reagents/catalysts: O=[Pt]=O (PtO2). Run in CCO (EtOH), Cl (HCl). Conditions: time 5 hour. Product: Cl.ClC1=C(C=C(C=C1)C(C)(C)C1=CN=C(N1C1=CC=C(C=C1)F)SCC1=C(C=C(OCCN)C=C1F)F)OC (2-(4-((5-(2-(4-Chloro-3-methoxyphenyl)propan-2-yl)-1-(4-fluorophenyl)-1H-imidazol-2-ylthio)methyl)-3,5-difluorophenoxy)ethanamine hydrochloride). Isolated yield 173.0%. RXN SMILES: [N:1]([CH2:4][CH2:5][O:6][C:7]1[CH:38]=[C:37]([F:39])[C:10]([CH2:11][S:12][C:13]2[N:14]([C:30]3[CH:35]=[CH:34][C:33]([F:36])=[CH:32][CH:31]=3)[C:15]([C:18]([C:21]3[CH:26]=[CH:25][C:24]([Cl:27])=[C:23]([O:28][CH3:29])[CH:22]=3)([CH3:20])[CH3:19])=[CH:16][N:17]=2)=[C:9]([F:40])[CH:8]=1)=[N+]=[N-]>CCO.Cl.O=[Pt]=O>[ClH:27].[Cl:27][C:24]1[CH:25]=[CH:26][C:21]([C:18]([C:15]2[N:14]([C:30]3[CH:35]=[CH:34][C:33]([F:36])=[CH:32][CH:31]=3)[C:13]([S:12][CH2:11][C:10]3[C:9]([F:40])=[CH:8][C:7]([O:6][CH2:5][CH2:4][NH2:1])=[CH:38][C:37]=3[F:39])=[N:17][CH:16]=2)([CH3:20])[CH3:19])=[CH:22][C:23]=1[O:28][CH3:29] |f:4.5|. Procedure details: A pressure bottle was charged with a solution of 2-(4-(2-azidoethoxy)-2,6-difluorobenzylthio)-5-(2-(4-chloro-3-methoxyphenyl)propan-2-yl)-1-(4-fluorophenyl)-1H-imidazole (340 mg, 0.56 mmol) in EtOH (10 mL), conc HCl (0.5 mL) and PtO2 (170 mg). The bottle was purged with hydrogen (2×40 psi), pressurized with hydrogen (45 psi) and was agitated for 5 h. The reaction mixture was filtered through Celite™ and the filtrate was evaporated to give a residue. The residue was triturated with ether, and the... The reactants are FC1=C(OC2=CC=C(C(=O)OCC)C=C2)C=C(C(=C1)F)[N+](=O)[O-] (ethyl 4-(2,4-difluoro-5-nitrophenoxy)benzoate), Cl.C(C)OC(CN)=O (glycine ethyl ester hydrochloride), C1CCOC1 (THF), CN(C)C=O (DMF). Run in C(C)N(CC)CC (triethylamine), C(C)(=O)OCC (ethyl acetate). Product: C(C)OC(CNC1=C(C=C(C(=C1)F)OC1=CC=C(C=C1)C(=O)OCC)[N+](=O)[O-])=O (N-[4-(4-ethoxycarbonylphenoxy)-5-fluoro-2-nitrophenyl]glycine ethyl ester). The yield is 60.5%. RXN SMILES: [F:1][C:2]1[CH:19]=[C:18](F)[C:17]([N+:21]([O-:23])=[O:22])=[CH:16][C:3]=1[O:4][C:5]1[CH:15]=[CH:14][C:8]([C:9]([O:11][CH2:12][CH3:13])=[O:10])=[CH:7][CH:6]=1.Cl.[CH2:25]([O:27][C:28](=[O:31])[CH2:29][NH2:30])[CH3:26].C1COCC1.CN(C=O)C>C(OCC)(=O)C.C(N(CC)CC)C>[CH2:25]([O:27][C:28](=[O:31])[CH2:29][NH:30][C:18]1[CH:19]=[C:2]([F:1])[C:3]([O:4][C:5]2[CH:15]=[CH:14][C:8]([C:9]([O:11][CH2:12][CH3:13])=[O:10])=[CH:7][CH:6]=2)=[CH:16][C:17]=1[N+:21]([O-:23])=[O:22])[CH3:26] |f:1.2|. Reported procedure: A mixture of 2.38 g (7.36 mmol) of ethyl 4-(2,4-difluoro-5-nitrophenoxy)benzoate, 1.03 g of glycine ethyl ester hydrochloride, 30 ml of THF, 10 ml of DMF and 2.06 ml of triethylamine was subjected to heating under reflux for 10 hours. After cooling, the reaction mixture was diluted with ethyl acetate. The insoluble matter was removed by filtration and the filtrate was concentrated under reduced pressure. The resulting residue was dissolved in ethyl acetate. The resulting solution was washed succ...